Dataset: the Open Reaction Database (ORD), a public repository of structured organic reaction records. Task: describe an organic reaction: reactants, conditions, products, and yield Starting materials: CN1N=C(C(=C1)C1=CC=NC=C1)C1=CC=C(OCC2=NC3=CC=CC=C3C=C2)C=C1 (2-[4-(1-Methyl-4-pyridin-4-yl-1H-pyrazol-3-yl)-phenoxymethyl]-quinoline), FC1=C(C=CC(=C1F)OCC1=NC2=CC=CC=C2C=C1)C(CC1=CC=NC=C1)=O (1-[2,3-Difluoro-4-(quinolin-2-ylmethoxy)-phenyl]-2-pyridin-4-yl-ethanone). Product: FC1=C(OCC2=NC3=CC=CC=C3C=C2)C=CC(=C1F)C1=NN(C=C1C1=CC=NC=C1)C (2-[2,3-Difluoro-4-(1-methyl-4-pyridin-4-yl-1H-pyrazol-3-yl)-phenoxymethyl]-quinoline). As a reaction SMILES: [CH3:1][N:2]1[CH:6]=C(C2C=CN=CC=2)C(C2C=CC(OCC3C=CC4C(=CC=CC=4)N=3)=CC=2)=[N:3]1.[F:31][C:32]1[C:37]([F:38])=[C:36]([O:39][CH2:40][C:41]2[CH:50]=[CH:49][C:48]3[C:43](=[CH:44][CH:45]=[CH:46][CH:47]=3)[N:42]=2)[CH:35]=[CH:34][C:33]=1[C:51](=O)[CH2:52][C:53]1[CH:58]=[CH:57][N:56]=[CH:55][CH:54]=1>>[F:38][C:37]1[C:32]([F:31])=[C:33]([C:51]2[C:52]([C:53]3[CH:58]=[CH:57][N:56]=[CH:55][CH:54]=3)=[CH:1][N:2]([CH3:6])[N:3]=2)[CH:34]=[CH:35][C:36]=1[O:39][CH2:40][C:41]1[CH:50]=[CH:49][C:48]2[C:43](=[CH:44][CH:45]=[CH:46][CH:47]=2)[N:42]=1. Procedure: Following the procedure for the preparation of 2-[4-(1-Methyl-4-pyridin-4-yl-1H-pyrazol-3-yl)-phenoxymethyl]-quinoline but substituting 1-[2,3-Difluoro-4-(quinolin-2-ylmethoxy)-phenyl]-2-pyridin-4-yl-ethanone provided the title compound. 1H NMR (400 MHz, CDCl3) δ 8.44 (bs, 2H), 8.22 (d, J=8.7 Hz, 1H), 8.06 (d, J=8.7 Hz, 1 H), 7.84 (d, J=7.9 Hz, 1H), 7.70 (m, 2 H), 7.66 (s, 1H), 7.56 (t, J=7.9 Hz, 1H), 7.08 (m, 3H), 6.88 (m, 1H), 5.48 (s, 2H); MS: (M+H m/z=429.1). The reactants are Cc1n[nH]c2cnn(C(C)(C)C)c(=O)c12, O=C([O-])[O-], O=C(c1ccc(F)cc1)c1ccc(CBr)cc1, [K+], [K+], CN(C)C=O. Yields the product Cc1c2c(=O)n(C(C)(C)C)ncc2nn1Cc1ccc(C(=O)c2ccc(F)cc2)cc1. As a reaction SMILES: [C:1]([CH3:2])([CH3:3])([CH3:4])[n:5]1[n:6][cH:7][c:8]2[c:9]([c:10]1=[O:11])[c:12]([CH3:15])[n:13][nH:14]2.[C:33](=[O:34])([O-:35])[O-:36].[F:16][c:17]1[cH:18][cH:19][c:20]([C:21](=[O:22])[c:23]2[cH:24][cH:25][c:26]([CH2:27][Br:28])[cH:29][cH:30]2)[cH:31][cH:32]1.[K+:37].[K+:38].[O:39]=[CH:40][N:41]([CH3:42])[CH3:43]>>[C:1]([CH3:2])([CH3:3])([CH3:4])[n:5]1[n:6][cH:7][c:8]2[c:9]([c:10]1=[O:11])[c:12]([CH3:15])[n:13]([CH2:27][c:26]1[cH:25][cH:24][c:23]([C:21]([c:20]3[cH:19][cH:18][c:17]([F:16])[cH:32][cH:31]3)=[O:22])[cH:30][cH:29]1)[n:14]2.